Dataset: the Open Reaction Database (ORD), a public repository of structured organic reaction records. Task: describe an organic reaction: reactants, conditions, products, and yield The reactants are CI, CN(C)C=O, COC(=O)C(c1cc(F)c(F)c(F)c1)S(=O)(=O)CCC(F)(F)F, Cl, [H-], [Na+]. Yields the product COC(=O)C(C)(c1cc(F)c(F)c(F)c1)S(=O)(=O)CCC(F)(F)F. RXN SMILES: [CH3:26][I:27].[CH3:29][N:30]([CH3:31])[CH:32]=[O:33].[CH3:3][O:4][C:5]([CH:6]([S:7](=[O:8])(=[O:9])[CH2:10][CH2:11][C:12]([F:13])([F:14])[F:15])[c:16]1[cH:17][c:18]([F:24])[c:19]([F:23])[c:20]([F:22])[cH:21]1)=[O:25].[ClH:28].[H-:1].[Na+:2]>>[CH3:3][O:4][C:5]([C:6]([S:7](=[O:8])(=[O:9])[CH2:10][CH2:11][C:12]([F:13])([F:14])[F:15])([c:16]1[cH:17][c:18]([F:24])[c:19]([F:23])[c:20]([F:22])[cH:21]1)[CH3:26])=[O:25]. The reactants are C1CCOC1, CCOC(C)=O, Nc1ncnn2cc(CO)c(-c3ccc(NC(=O)Nc4cc(C(F)(F)F)ccc4F)cc3)c12. Yields the product Nc1ncnn2cc(C=O)c(-c3ccc(NC(=O)Nc4cc(C(F)(F)F)ccc4F)cc3)c12. As a reaction SMILES: [CH2:34]1[O:35][CH2:36][CH2:37][CH2:38]1.[CH3:39][CH2:40][O:41][C:42]([CH3:43])=[O:44].[NH2:1][c:2]1[n:3][cH:4][n:5][n:6]2[c:7]1[c:8](-[c:13]1[cH:14][cH:15][c:16]([NH:19][C:20](=[O:21])[NH:22][c:23]3[c:24]([F:33])[cH:25][cH:26][c:27]([C:29]([F:30])([F:31])[F:32])[cH:28]3)[cH:17][cH:18]1)[c:9]([CH2:11][OH:12])[cH:10]2>>[NH2:1][c:2]1[n:3][cH:4][n:5][n:6]2[c:7]1[c:8](-[c:13]1[cH:14][cH:15][c:16]([NH:19][C:20](=[O:21])[NH:22][c:23]3[c:24]([F:33])[cH:25][cH:26][c:27]([C:29]([F:30])([F:31])[F:32])[cH:28]3)[cH:17][cH:18]1)[c:9]([CH:11]=[O:12])[cH:10]2. Starting materials: 20B, C(=O)(O)CN1CC(NC2=CC=CC=C12)=O (1-carboxymethyl-1,2,3,4-tetrahydroquinoxaline-3-one), [O-][Mn](=O)(=O)=O.[K+] (KMnO4). Run in O (water), [OH-].[Na+] (sodium hydroxide), [OH-].[Na+] (NaOH). Product: C(=O)(O)CN1C(C(NC2=CC=CC=C12)=O)=O (1-carboxymethyl-1,4-dihydro-2,3-quinoxalinedione). Isolated yield 55.7%. RXN SMILES: [C:1]([CH2:4][N:5]1[C:14]2[C:9](=[CH:10][CH:11]=[CH:12][CH:13]=2)[NH:8][C:7](=[O:15])[CH2:6]1)([OH:3])=[O:2].[O-:16][Mn](=O)(=O)=O.[K+]>O.[OH-].[Na+]>[C:1]([CH2:4][N:5]1[C:14]2[C:9](=[CH:10][CH:11]=[CH:12][CH:13]=2)[NH:8][C:7](=[O:15])[C:6]1=[O:16])([OH:3])=[O:2] |f:1.2,4.5|. Procedure: The procedure of Borthakur, N. et at., Ind. J. Chem. 20B:822 (1981) was adapted. To a stirred solution of 1-carboxymethyl-1,2,3,4-tetrahydroquinoxaline-3-one (15.400 g, 0.075 mol) and sodium hydroxide (5.20 g, 0.13 mol) in water (250 mL), was added gradually, a solution of KMnO4 (20.800 g 0.132 mol) in aq. NaOH (4% w/v, 120 mL) and the dark purple colored solution was refluxed for 4 h, cooled and filtered. The clear filtrate was acidified (pH~2) with concentrated HCl. Filtration under vacuum (wa... The reactants are Cn1nc(Br)c2c(N)ncnc21, CC(C)(C)OC(=O)N1CCc2cc(B3OC(C)(C)C(C)(C)O3)ccc21, [Na+], [Na+], O=C([O-])[O-], C1COCCO1, O. The product is Cn1nc(-c2ccc3c(c2)CCN3C(=O)OC(C)(C)C)c2c(N)ncnc21. Reaction SMILES: [Br:1][c:2]1[n:3][n:4]([CH3:12])[c:5]2[n:6][cH:7][n:8][c:9]([NH2:11])[c:10]12.[CH3:13][C:14]1([CH3:15])[C:16]([CH3:17])([CH3:18])[O:19][B:20]([c:21]2[cH:22][c:23]3[c:27]([cH:28][cH:29]2)[N:26]([C:30](=[O:31])[O:32][C:33]([CH3:34])([CH3:35])[CH3:36])[CH2:25][CH2:24]3)[O:37]1.[Na+:38].[Na+:39].[O-:40][C:41](=[O:42])[O-:43].[O:44]1[CH2:45][CH2:46][O:47][CH2:48][CH2:49]1.[OH2:50]>>[c:2]1(-[c:21]2[cH:22][c:23]3[c:27]([cH:28][cH:29]2)[N:26]([C:30](=[O:31])[O:32][C:33]([CH3:34])([CH3:35])[CH3:36])[CH2:25][CH2:24]3)[n:3][n:4]([CH3:12])[c:5]2[n:6][cH:7][n:8][c:9]([NH2:11])[c:10]12.